This data is from the Open Reaction Database (ORD), a public repository of structured organic reaction records. The task is: describe an organic reaction: reactants, conditions, products, and yield Starting materials: C(=O)(OC(C)(C)C)N1C[C@H]([C@@H](C1)OC(C)=O)N=[N+]=[N-] ((3R,4R)—N-Boc-3-azido-4-acetoxypyrrolidine), [Li+].[OH-] (LiOH). The solvent is C1CCOC1.CO (THF MeOH). Run at time 8 hour. Product: C(=O)(OC(C)(C)C)N1C[C@H]([C@@H](C1)O)N=[N+]=[N-] ((3R,4R)—N-Boc-3-azido-4-hydroxypyrrolidine). Reaction SMILES: [C:1]([N:8]1[CH2:12][C@@H:11]([O:13]C(=O)C)[C@H:10]([N:17]=[N+:18]=[N-:19])[CH2:9]1)([O:3][C:4]([CH3:7])([CH3:6])[CH3:5])=[O:2].[Li+].[OH-]>C1COCC1.CO>[C:1]([N:8]1[CH2:12][C@@H:11]([OH:13])[C@H:10]([N:17]=[N+:18]=[N-:19])[CH2:9]1)([O:3][C:4]([CH3:7])([CH3:6])[CH3:5])=[O:2] |f:1.2,3.4|. Procedure: To a stirred solution of (3R,4R)—N-Boc-3-azido-4-acetoxypyrrolidine (1.0 g, 3.4 mmol) in THF-MeOH (3:1, 8 mL) at 0° C. was added 1N LiOH (4 mL) dropwise. The reaction mixture was stirred at room temperature overnight, then it was evaporated under reduced pressure. Ethyl acetate (20 mL) was added to the residue and the solution was washed with brine, dried over Na2SO4 and evaporated. The residue was purified by flash column (50% ethyl acetate in hexane) to give (3R,4R)—N-Boc-3-azido-4-hydroxypyrr... Reactants: OC1=C(C(=O)O)C=CC=C1O (2,3-Dihydroxybenzoic acid), C(CC)I (propyl iodide), [OH-].[K+] (potassium hydroxide), C(CC)I (propyl iodide), [OH-].[K+] (potassium hydroxide), C (charcoal). The solvent is C(C)O (ethanol), O (water). The product is C(CC)OC1=C(C(C(=O)O)=CC=C1)O (3-propoxysalicylic acid). Yield: 65.0%. Reaction SMILES: [OH:1][C:2]1[C:10]([OH:11])=[CH:9][CH:8]=[CH:7][C:3]=1[C:4]([OH:6])=[O:5].[CH2:12](I)[CH2:13][CH3:14].[OH-].[K+].C>C(O)C.O>[CH2:12]([O:11][C:10]1[CH:9]=[CH:8][CH:7]=[C:3]([C:4]([OH:6])=[O:5])[C:2]=1[OH:1])[CH2:13][CH3:14] |f:2.3|. Reported procedure: 2,3-Dihydroxybenzoic acid (6.16 g) and propyl iodide (6.8 g) were added to a mixture of aqueous potassium hydroxide solution (20 ml, 25% w/v), water (50 ml) and ethanol (50 ml) and the mixture was stirred and heated at reflux for 5 hours. A further quantity of propyl iodide (17 g) was then added and the mixture was again heated at reflux for 4 hours, small quantities of solid potassium hydroxide being added meanwhile in order to keep the pH at about 10. Decolourizing charcoal was then carefully ... Starting materials: OC1(c2ccns2)CCCc2cc(Cl)ccc21, O=S(Cl)Cl, c1ccccc1. Yields the product Clc1ccc2c(c1)CCC=C2c1ccns1. RXN SMILES: [Cl:5][c:6]1[cH:7][c:8]2[c:13]([cH:14][cH:15]1)[C:12]([c:16]1[cH:17][cH:18][n:19][s:20]1)([OH:21])[CH2:11][CH2:10][CH2:9]2.[S:1]([Cl:2])([Cl:3])=[O:4].[cH:22]1[cH:23][cH:24][cH:25][cH:26][cH:27]1>>[Cl:5][c:6]1[cH:7][c:8]2[c:13]([cH:14][cH:15]1)[C:12]([c:16]1[cH:17][cH:18][n:19][s:20]1)=[CH:11][CH2:10][CH2:9]2. The reactants are N[C@@H]1CC[C@H](CC1)N (trans-1,4-diaminocyclohexane), ClC1=NC(=C2N=CNC2=N1)N1C=CC2=CC=CC=C12 (2-chloro-6-(1H-indol-1-yl)-9H-purine). Conditions: temperature 140 celsius. Yields the product Cl.Cl.N1(C=CC2=CC=CC=C12)C1=C2N=CNC2=NC(=N1)N[C@@H]1CC[C@H](CC1)N (Trans-N-[6-(1H-indol-1-yl)-9H-purin-2-yl]-1,4-cyclohexanediamine dihydrochloride). Yield: 9.5%. Reaction SMILES: [NH2:1][C@H:2]1[CH2:7][CH2:6][C@H:5]([NH2:8])[CH2:4][CH2:3]1.[Cl:9][C:10]1[N:18]=[C:17]2[C:13]([N:14]=[CH:15][NH:16]2)=[C:12]([N:19]2[C:27]3[C:22](=[CH:23][CH:24]=[CH:25][CH:26]=3)[CH:21]=[CH:20]2)[N:11]=1>>[ClH:9].[ClH:9].[N:19]1([C:12]2[N:11]=[C:10]([NH:1][C@H:2]3[CH2:7][CH2:6][C@H:5]([NH2:8])[CH2:4][CH2:3]3)[N:18]=[C:17]3[C:13]=2[N:14]=[CH:15][NH:16]3)[C:27]2[C:22](=[CH:23][CH:24]=[CH:25][CH:26]=2)[CH:21]=[CH:20]1 |f:2.3.4|. Procedure details: 1.31 g of trans-1,4-diaminocyclohexane are brought to its melting temperature (70° C.), 310 mg of product obtained in stage 1 above are added, and the mixture is then heated at 140° C. for approximately 18 hours. The mixture is allowed to return to ambient temperature. Purification is carried out by chromatography on silica with an MeOH—NH4OH: 98-2 mixture for eluent. 4 ml of ethanol and then 2 ml of hydrochloric acid-ethanol (8N) are added. Partial drying followed by washing with ethanol are ca... Reactants: BrC1=CC(=CC(=C1)C(F)(F)F)CBr (1-Bromo-3-(bromomethyl)-5-(trifluoromethyl)benzene), OCC1(CCN(CC1)C(=O)OC(C)(C)C)C1=CC=CC=C1 (tert-butyl 4-(hydroxymethyl)-4-phenylpiperidine-1-carboxylate), [H-].[Na+] (sodium hydride). Solvent: CN(C=O)C (dimethylformamide), O (water). Reaction conditions: temperature 0 celsius, time 1 hour. Yields the product BrC=1C=C(COCC2(CCN(CC2)C(=O)OC(C)(C)C)C2=CC=CC=C2)C=C(C1)C(F)(F)F (tert-Butyl 4-((3-bromo-5-(trifluoromethyl)benzyloxy)methyl)-4-phenylpiperidine-1-carboxylate). Reaction SMILES: [Br:1][C:2]1[CH:7]=[C:6]([C:8]([F:11])([F:10])[F:9])[CH:5]=[C:4]([CH2:12]Br)[CH:3]=1.[OH:14][CH2:15][C:16]1([C:29]2[CH:34]=[CH:33][CH:32]=[CH:31][CH:30]=2)[CH2:21][CH2:20][N:19]([C:22]([O:24][C:25]([CH3:28])([CH3:27])[CH3:26])=[O:23])[CH2:18][CH2:17]1.[H-].[Na+]>CN(C)C=O.O>[Br:1][C:2]1[CH:3]=[C:4]([CH:5]=[C:6]([C:8]([F:11])([F:10])[F:9])[CH:7]=1)[CH2:12][O:14][CH2:15][C:16]1([C:29]2[CH:30]=[CH:31][CH:32]=[CH:33][CH:34]=2)[CH2:21][CH2:20][N:19]([C:22]([O:24][C:25]([CH3:27])([CH3:28])[CH3:26])=[O:23])[CH2:18][CH2:17]1 |f:2.3|. Procedure details: 1-Bromo-3-(bromomethyl)-5-(trifluoromethyl)benzene (1.0 g, 3.14 mmol) and tert-butyl 4-(hydroxymethyl)-4-phenylpiperidine-1-carboxylate (0.70 g, 2.4 mmol) were combined in dimethylformamide (8 mL) and cooled to 0° C. The reaction was treated with sodium hydride (115 mg, 4.8 mmol), stirred at 0° C. for 1 h, and at room temperature for 30 min. The reaction mixture was diluted with water and extracted with ethyl acetate (2×). The organic layers were pooled together, washed with brine (2×), dried ov... Starting materials: C(C)(=O)C1=CC=C(C(=O)OC)C=C1 (methyl 4-acetylbenzoate), COC(N(C)C)OC (dimethylformamide dimethyl acetal), material, methyl and ethyl esters, CN(C=CC(=O)C1=CC=C(C(=O)O)C=C1)C (4-(3-dimethylamino-acryloyl)benzoic acid), C(C)(C)C1=CC=C(C(=N)N)C=C1 (4-isopropyl-benzamidine). Reported procedure: Part A. A solution of methyl 4-acetylbenzoate (1.00 g, 5.61 mmol) and dimethylformamide dimethyl acetal (746 μL, 5.61 mmol) in ethanol (5 mL) is heated to reflux for 12 h. The solution is cooled and evaporated, and the residue is separated by column chromatography to afford the product as a mixture of methyl and ethyl esters of 4-(3-dimethylamino-acryloyl)benzoic acid (679 mg). A portion of this material (121 mg) is dissolved in ethanol (5 mL) and treated with 4-isopropyl-benzamidine (81 mg). Th... Solvent: C(C)O (ethanol), C(C)O (ethanol). RXN SMILES: [C:1](C1C=CC(C(OC)=O)=CC=1)(=O)[CH3:2].COC(OC)N(C)C.CN(C)[CH:24]=[CH:25][C:26]([C:28]1[CH:36]=[CH:35][C:31]([C:32]([OH:34])=[O:33])=[CH:30][CH:29]=1)=O.[CH:38]([C:41]1[CH:49]=[CH:48][C:44]([C:45]([NH2:47])=[NH:46])=[CH:43][CH:42]=1)([CH3:40])[CH3:39]>C(O)C>[CH:38]([C:41]1[CH:49]=[CH:48][C:44]([C:45]2[N:47]=[C:26]([C:28]3[CH:36]=[CH:35][C:31]([C:32]([O:34][CH2:1][CH3:2])=[O:33])=[CH:30][CH:29]=3)[CH:25]=[CH:24][N:46]=2)=[CH:43][CH:42]=1)([CH3:40])[CH3:39]. Yields the product C(C)(C)C1=CC=C(C=C1)C1=NC=CC(=N1)C1=CC=C(C(=O)OCC)C=C1 (ethyl 4-[2-(4-isopropyl-phenyl)-pyrimidin-4-yl]-benzoate). Reactants: O=C([O-])[O-], CSc1nc(-c2ccncc2)c(-c2ccc(F)cc2)c2nncn12, [K+], [K+], CN(C)C=O, O, NCC(N)Cc1ccccc1. Product: NC(CNc1nc(-c2ccncc2)c(-c2ccc(F)cc2)c2nncn12)Cc1ccccc1. Reaction SMILES: [C:25](=[O:26])([O-:27])[O-:28].[F:1][c:2]1[cH:3][cH:4][c:5](-[c:8]2[c:9]3[n:10]([c:11]([S:20][CH3:21])[n:12][c:13]2-[c:14]2[cH:15][cH:16][n:17][cH:18][cH:19]2)[cH:22][n:23][n:24]3)[cH:6][cH:7]1.[K+:29].[K+:30].[O:43]=[CH:44][N:45]([CH3:46])[CH3:47].[OH2:42].[c:31]1([CH2:37][CH:38]([CH2:39][NH2:40])[NH2:41])[cH:32][cH:33][cH:34][cH:35][cH:36]1>>[F:1][c:2]1[cH:3][cH:4][c:5](-[c:8]2[c:9]3[n:10]([c:11]([NH:40][CH2:39][CH:38]([CH2:37][c:31]4[cH:32][cH:33][cH:34][cH:35][cH:36]4)[NH2:41])[n:12][c:13]2-[c:14]2[cH:15][cH:16][n:17][cH:18][cH:19]2)[cH:22][n:23][n:24]3)[cH:6][cH:7]1. Reactants: BrC(CO)CBr (2,3-dibromo-propan-1-ol), CC1=C(N)C(=CC=C1)C (2,6-dimethylaniline), Cl (hydrochloric acid). Reagents/catalysts: [I-].[K+] (potassium iodide). Run in C(C)(C)O (isopropanol). Reaction conditions: temperature 80 celsius, time 3 hour. Product: CC1=C(C(=CC=C1)C)NC(CO)CNC1=C(C=CC=C1C)C (2,3-bis(2',6'-dimethylphenylamino)-1-propanol). The yield is 66.3%. As a reaction SMILES: Br[CH:2]([CH2:5]Br)[CH2:3][OH:4].[CH3:7][C:8]1[CH:14]=[CH:13][CH:12]=[C:11]([CH3:15])[C:9]=1[NH2:10].Cl>[I-].[K+].C(O)(C)C>[CH3:7][C:8]1[CH:14]=[CH:13][CH:12]=[C:11]([CH3:15])[C:9]=1[NH:10][CH:2]([CH2:5][NH:10][C:9]1[C:11]([CH3:15])=[CH:12][CH:13]=[CH:14][C:8]=1[CH3:7])[CH2:3][OH:4] |f:3.4|. Procedure: A mixture of 109 g (0.5 moles) of 2,3-dibromo-propan-1-ol, 248 ml (242.4 g, 2.0 moles) of 2,6-dimethylaniline and 1.0 g (6 mmoles) of potassium iodide is stirred at 140° to 145° C. for 3 hours under nitrogen atmosphere. The mixture is allowed to cool to about 80° C., and 100 ml of isopropanol, followed by 500 ml of 20% aqueous hydrochloric acid, are added. The mixture is allowed to stand overnight, thereafter the separated precipitate is filtered off, washed with water and dried. The resulting s... The reactants are CC(C)(C)OC(=O)N1CCCC1CBr, CC(C)=O, FC(F)(F)c1ccc(S)cc1, O. Yields the product CC(C)(C)OC(=O)N1CCCC1CSc1ccc(C(F)(F)F)cc1. As a reaction SMILES: [C:12]([CH3:13])([CH3:14])([CH3:15])[O:16][C:17](=[O:18])[N:19]1[CH:20]([CH2:24][Br:25])[CH2:21][CH2:22][CH2:23]1.[CH3:27][C:28](=[O:29])[CH3:30].[F:1][C:2]([c:3]1[cH:4][cH:5][c:6]([SH:9])[cH:7][cH:8]1)([F:10])[F:11].[OH2:26]>>[F:1][C:2]([c:3]1[cH:4][cH:5][c:6]([S:9][CH2:24][CH:20]2[N:19]([C:17]([O:16][C:12]([CH3:13])([CH3:14])[CH3:15])=[O:18])[CH2:23][CH2:22][CH2:21]2)[cH:7][cH:8]1)([F:10])[F:11]. The reactants are C1CCOC1, COC(=O)c1cnc2ccc3ccc(NS(=O)(=O)N(C)C)cc3c(=O)c2c1, [Na+], [OH-]. Yields the product CN(C)S(=O)(=O)Nc1ccc2ccc3ncc(C(=O)O)cc3c(=O)c2c1. RXN SMILES: [CH2:28]1[O:29][CH2:30][CH2:31][CH2:32]1.[CH3:1][N:2]([S:3](=[O:4])(=[O:5])[NH:6][c:7]1[cH:8][cH:9][c:10]2[c:11]([c:12](=[O:25])[c:13]3[c:14]([n:15][cH:16][c:17]([C:19](=[O:20])[O:21][CH3:22])[cH:18]3)[cH:23][cH:24]2)[cH:26]1)[CH3:27].[Na+:34].[OH-:33]>>[CH3:1][N:2]([S:3](=[O:4])(=[O:5])[NH:6][c:7]1[cH:8][cH:9][c:10]2[c:11]([c:12](=[O:25])[c:13]3[c:14]([n:15][cH:16][c:17]([C:19](=[O:20])[OH:21])[cH:18]3)[cH:23][cH:24]2)[cH:26]1)[CH3:27].